From a dataset of the Open Reaction Database (ORD), a public repository of structured organic reaction records. describe an organic reaction: reactants, conditions, products, and yield Starting materials: OC1=CC=C(C=C1)C(C)(C)C1=CC=C(C=C1)O (bisphenol-A). The solvent is O (water). The product is O.CC(C)(C=1C=CC(=CC1)O)C=2C=CC(=CC2)O (water BPA). As a reaction SMILES: [OH:1][C:2]1[CH:7]=[CH:6][C:5]([C:8]([C:11]2[CH:16]=[CH:15][C:14]([OH:17])=[CH:13][CH:12]=2)([CH3:10])[CH3:9])=[CH:4][CH:3]=1>O>[OH2:1].[CH3:10][C:8]([C:5]1[CH:4]=[CH:3][C:2]([OH:1])=[CH:7][CH:6]=1)([C:11]1[CH:16]=[CH:15][C:14]([OH:17])=[CH:13][CH:12]=1)[CH3:9] |f:2.3|. Reported procedure: Another sample of purified BPA crystals was obtained by the batch-wise process described in copending application Ser. No. 443,344 filed Nov. 15, 1982 utilizing less organic washing solvent than is preferred for that process. Molten crude bisphenol-A (I.A. 2.00, impurities 4% by weight including phenol) was mixed with 2 parts of water. The mixture was cooled gradually to crystallize bisphenol-A and form a water/BPA crystal slurry when the temperature in the crystallizer reached 65° C., 1/2 part ... Starting materials: O1C2=C(C=C1)C=C(C=C2)CCC(=O)C2=C(C=C(C=C2OCC=C)C)O[C@H]2[C@H](O)[C@@H](O)[C@H](O)[C@H](O2)COC(=O)OC (3-(5-Benzo[b]furanyl)-2'-(6-O-methoxycarbonyl-β-D-glucopyranosyloxy)-6'-allyloxy-4'-methylpropiophenone), C(=O)[O-].[NH4+] (ammonium formate). Reagents/catalysts: Cl[Pd]([P](C1=CC=CC=C1)(C2=CC=CC=C2)C3=CC=CC=C3)([P](C4=CC=CC=C4)(C5=CC=CC=C5)C6=CC=CC=C6)Cl (dichlorobis(triphenylphosphine)-palladium (II)). Run in C(C)#N (acetonitrile). The product is O1C2=C(C=C1)C=C(C=C2)CCC(=O)C2=C(C=C(C=C2O)C)O[C@H]2[C@H](O)[C@@H](O)[C@H](O)[C@H](O2)COC(=O)OC (3-(5-benzo[b]furanyl)-2'-(6-O-methoxycarbonyl-β-D-glucopyranosyloxy)-6'-hydroxy-4'-methylpropiophenone). The yield is 84.8%. As a reaction SMILES: [O:1]1[CH:5]=[CH:4][C:3]2[CH:6]=[C:7]([CH2:10][CH2:11][C:12]([C:14]3[C:19]([O:20]CC=C)=[CH:18][C:17]([CH3:24])=[CH:16][C:15]=3[O:25][C@@H:26]3[O:34][C@H:33]([CH2:35][O:36][C:37]([O:39][CH3:40])=[O:38])[C@@H:31]([OH:32])[C@H:29]([OH:30])[C@H:27]3[OH:28])=[O:13])[CH:8]=[CH:9][C:2]1=2.C([O-])=O.[NH4+]>C(#N)C.Cl[Pd](Cl)([P](C1C=CC=CC=1)(C1C=CC=CC=1)C1C=CC=CC=1)[P](C1C=CC=CC=1)(C1C=CC=CC=1)C1C=CC=CC=1>[O:1]1[CH:5]=[CH:4][C:3]2[CH:6]=[C:7]([CH2:10][CH2:11][C:12]([C:14]3[C:19]([OH:20])=[CH:18][C:17]([CH3:24])=[CH:16][C:15]=3[O:25][C@@H:26]3[O:34][C@H:33]([CH2:35][O:36][C:37]([O:39][CH3:40])=[O:38])[C@@H:31]([OH:32])[C@H:29]([OH:30])[C@H:27]3[OH:28])=[O:13])[CH:8]=[CH:9][C:2]1=2 |f:1.2,^1:50,69|. Reported procedure: 3-(5-Benzo[b]furanyl)-2'-(6-O-methoxycarbonyl-β-D-glucopyranosyloxy)-6'-allyloxy-4'-methylpropiophenone (470 mg) is dissolved in acetonitrile (7 ml), and thereto are added dichlorobis(triphenylphosphine)-palladium (II) (17.7 mg,) and ammonium formate (319 mg), and the mixture is heated under reflux overnight. After cooling, the insoluble materials are removed by filtration, and the filtrate is concentrated. To the residue are added ethyl acetate and water, and the mixture is shaken. The organic ... Starting materials: C(C)(=O)C=1C=NC=CC1 (3-acetylpyridine), C(C)(=O)C1=CC=NC=C1 (4-acetylpyridine). Product: N1=CC=C(C=C1)[C@@H](C)O ((R)-1-(4-pyridyl)ethanol). RXN SMILES: C(C1C=NC=CC=1)(=O)C.[C:10]([C:13]1[CH:18]=[CH:17][N:16]=[CH:15][CH:14]=1)(=[O:12])[CH3:11]>>[N:16]1[CH:17]=[CH:18][C:13]([C@H:10]([OH:12])[CH3:11])=[CH:14][CH:15]=1. Procedure details: Example 1 was repeated except that 3-acetylpyridine used in Example 1 was replaced by 4-acetylpyridine to obtain (R)-1-(4-pyridyl)ethanol. [a]D25 =+32.4° (c=1.0, EtOH). Its optical purity was 99% ee or higher according to a high-speed liquid chromatography using an optical resolution column (CHIRAL CEL OB made by Daicel K. K.). The reactants are BrC1=[N+](C=C(C(=C1)[N+](=O)[O-])C)[O-] (2-bromo-5-methyl-4-nitropyridine 1-oxide), [OH-].[Na+] (NaOH). Reagents/catalysts: [Fe] (iron). Run in C(C)(=O)O (acetic acid). Reaction conditions: temperature 100 celsius. The product is BrC1=NC=C(C(=C1)N)C (2-bromo-5-methylpyridin-4-amine). Yield: 53.1%. As a reaction SMILES: [Br:1][C:2]1[CH:7]=[C:6]([N+:8]([O-])=O)[C:5]([CH3:11])=[CH:4][N+:3]=1[O-].[OH-].[Na+]>C(O)(=O)C.[Fe]>[Br:1][C:2]1[CH:7]=[C:6]([NH2:8])[C:5]([CH3:11])=[CH:4][N:3]=1 |f:1.2|. Reported procedure: To a solution of 2-bromo-5-methyl-4-nitropyridine 1-oxide (0.5 g, 2.146 mmol) in acetic acid (10 mL) at 25° C. was added iron (0.479 g, 8.58 mmol). The reaction was heated to 100° C. for 30 minutes, then cooled to room temperature, poured into NaOH (1N, 30 mL), extracted with EtOAc (3×50 mL). The combined organic layers were dried over Na2SO4, filtered, and evaporated to dryness to give 2-bromo-5-methylpyridin-4-amine (213 mg, 53.1% yield) as a brown solid which was used without further purifica... The product is COC(=O)c1ccc(-c2ccccc2)c(Nc2ccnc3nc(C)ccc23)c1. Reaction SMILES: [CH3:13][O:14][C:15](=[O:16])[c:17]1[cH:18][c:19]([NH2:29])[c:20](-[c:23]2[cH:24][cH:25][cH:26][cH:27][cH:28]2)[cH:21][cH:22]1.[Cl:1][c:2]1[c:3]2[cH:4][cH:5][c:6]([CH3:12])[n:7][c:8]2[n:9][cH:10][cH:11]1>>[c:2]1([NH:29][c:19]2[cH:18][c:17]([C:15]([O:14][CH3:13])=[O:16])[cH:22][cH:21][c:20]2-[c:23]2[cH:24][cH:25][cH:26][cH:27][cH:28]2)[c:3]2[cH:4][cH:5][c:6]([CH3:12])[n:7][c:8]2[n:9][cH:10][cH:11]1. The reactants are COC(=O)c1ccc(-c2ccccc2)c(N)c1, Cc1ccc2c(Cl)ccnc2n1. Solvent: CN(C=O)C (N,N-dimethylformamide). Reaction conditions: time 15 minute. Procedure details: To a solution of 3-(1,1-dimethylethyl)-1H-pyrazole (0.22 g, 1.8 mmol) in N,N-dimethylformamide (20 mL) under nitrogen at room temperature was added 60% sodium hydride in mineral oil (79 mg, 2.0 mmol). After the addition, the mixture was stirred at room temperature for ˜15 minutes, and then 3-bromo-1-(4-chloro-3-methoxyphenyl)-2-pyrrolidinone (0.5 g, 1.6 mmol) was added. The resulting reaction mixture was stirred at room temperature overnight and then poured into water (˜100 mL). The aqueous laye... Reaction SMILES: [CH3:1][C:2]([C:5]1[CH:9]=[CH:8][NH:7][N:6]=1)([CH3:4])[CH3:3].[H-].[Na+].Br[CH:13]1[CH2:17][CH2:16][N:15]([C:18]2[CH:23]=[CH:22][C:21]([Cl:24])=[C:20]([O:25][CH3:26])[CH:19]=2)[C:14]1=[O:27].O>CN(C)C=O>[Cl:24][C:21]1[CH:22]=[CH:23][C:18]([N:15]2[CH2:16][CH2:17][CH:13]([N:7]3[CH:8]=[CH:9][C:5]([C:2]([CH3:4])([CH3:3])[CH3:1])=[N:6]3)[C:14]2=[O:27])=[CH:19][C:20]=1[O:25][CH3:26] |f:1.2|. Product: ClC1=C(C=C(C=C1)N1C(C(CC1)N1N=C(C=C1)C(C)(C)C)=O)OC (1-(4-chloro-3-methoxyphenyl)-3-[3-(1,1-dimethylethyl)-1H-pyrazol-1-yl]-2-pyrrolidinone). Reactants: CC(C)(C)C1=NNC=C1 (3-(1,1-dimethylethyl)-1H-pyrazole), [H-].[Na+] (sodium hydride), oil, BrC1C(N(CC1)C1=CC(=C(C=C1)Cl)OC)=O (3-bromo-1-(4-chloro-3-methoxyphenyl)-2-pyrrolidinone), O (water). The reactants are [Al+3], C1CCOC1, [H-], [H-], [H-], [H-], [Li+], CCCCCCCOc1ccc2cc(C(C)(N)C(=O)O)cnc2c1, O. Product: CCCCCCCOc1ccc2cc(C(C)(N)CO)cnc2c1. As a reaction SMILES: [Al+3:26].[CH2:32]1[O:33][CH2:34][CH2:35][CH2:36]1.[H-:25].[H-:28].[H-:29].[H-:30].[Li+:27].[NH2:1][C:2]([C:3](=[O:4])[OH:5])([CH3:6])[c:7]1[cH:8][n:9][c:10]2[cH:11][c:12]([O:17][CH2:18][CH2:19][CH2:20][CH2:21][CH2:22][CH2:23][CH3:24])[cH:13][cH:14][c:15]2[cH:16]1.[OH2:31]>>[NH2:1][C:2]([CH2:3][OH:4])([CH3:6])[c:7]1[cH:8][n:9][c:10]2[cH:11][c:12]([O:17][CH2:18][CH2:19][CH2:20][CH2:21][CH2:22][CH2:23][CH3:24])[cH:13][cH:14][c:15]2[cH:16]1.